From a dataset of the Open Reaction Database (ORD), a public repository of structured organic reaction records. describe an organic reaction: reactants, conditions, products, and yield Reactants: ClC1=CC=C2C(=C1NC1=NC=NC3=CC(=C(C=C13)OC)OCC1CCNCC1)OCO2 (4-(6-chloro-2,3-methylenedioxyanilino)-6-methoxy-7-(piperidin-4-ylmethoxy)quinazoline), ClCC#N (2-chloroacetonitrile). The product is ClC1=CC=C2C(=C1NC1=NC=NC3=CC(=C(C=C13)OC)OCC1CCN(CC1)CC#N)OCO2 (4-(6chloro-2,3-methylenedioxyanilino)-7-(N-cyanomethylpiperidin-4-ylmethoxy)-6-methoxyquinazoline). As a reaction SMILES: [Cl:1][C:2]1[C:7]([NH:8][C:9]2[C:18]3[C:13](=[CH:14][C:15]([O:21][CH2:22][CH:23]4[CH2:28][CH2:27][NH:26][CH2:25][CH2:24]4)=[C:16]([O:19][CH3:20])[CH:17]=3)[N:12]=[CH:11][N:10]=2)=[C:6]2[O:29][CH2:30][O:31][C:5]2=[CH:4][CH:3]=1.Cl[CH2:33][C:34]#[N:35]>>[Cl:1][C:2]1[C:7]([NH:8][C:9]2[C:18]3[C:13](=[CH:14][C:15]([O:21][CH2:22][CH:23]4[CH2:24][CH2:25][N:26]([CH2:33][C:34]#[N:35])[CH2:27][CH2:28]4)=[C:16]([O:19][CH3:20])[CH:17]=3)[N:12]=[CH:11][N:10]=2)=[C:6]2[O:29][CH2:30][O:31][C:5]2=[CH:4][CH:3]=1. Reported procedure: Using an analogous procedure to that described in Example 12, 4-(6-chloro-2,3-methylenedioxyanilino)-6-methoxy-7-(piperidin-4-ylmethoxy)quinazoline was reacted with 2-chloroacetonitrile to give the title compound as a solid; NMR Spectrum: (DMSOd6) 1.65 (m, 2H), 2.1 (m, 2H), 2.2 (m, 1H), 3.15 (m, 2H), 3.6 (m, 2H), 4.05 (s, 3H), 4.15 (m, 2H), 4.55 (s, 2H), 6.15 (s, 2H), 7.05 (d, 1H), 7.15 (d, 1H), 7.4 (s, 1H), 8.15 (s, 1H), 8.9 (s, 1H); Mass Spectrum: M−H− 480 and 482. Reactants: C(C)OC(=O)C1=NNC(=C1)C(C)(C)C (5-tert-Butyl-1H-pyrazol-3-carboxylic acid ethyl ester), [OH-].[Na+] (NaOH), Cl (hydrochloric acid). Solvent: O1CCOCC1 (1,4-dioxan). Reaction conditions: temperature 60 celsius, time 2.5 hour. Yields the product C(C)(C)(C)C1=CC(=NN1)C(=O)O (5-tert-butyl-1H-pyrazol-3-carboxylic acid). The yield is 87.4%. As a reaction SMILES: C([O:3][C:4]([C:6]1[CH:10]=[C:9]([C:11]([CH3:14])([CH3:13])[CH3:12])[NH:8][N:7]=1)=[O:5])C.[OH-].[Na+].Cl>O1CCOCC1>[C:11]([C:9]1[NH:8][N:7]=[C:6]([C:4]([OH:5])=[O:3])[CH:10]=1)([CH3:14])([CH3:12])[CH3:13] |f:1.2|. Procedure details: 5-tert-Butyl-1H-pyrazol-3-carboxylic acid ethyl ester (20 g, 100 mmol) and 1M NaOH solution (250 ml, 250 mmol) were dissolved in 1,4-dioxan (300 ml), the reaction was heated to 60° C. under nitrogen and stirred for 2.5 hours. The reaction was then cooled to room temperature and stirred for a further 18 hours. The reaction mixture was adjusted to pH 2 using concentrated hydrochloric acid, extracted with ethyl acetate (4×200 ml) and the combined organic extracts washed with brine (100 ml). The org... The reactants are COc1ccc(C2C(C#N)=C(C)N(CCCc3ccccc3)C(C)=C2CO)cc1OC, CC(Cl)Cl. The product is COc1ccc(C2C(C#N)=C(C)N(CCCc3ccccc3)C(C)=C2C=O)cc1OC. RXN SMILES: [CH3:1][O:2][c:3]1[cH:4][c:5]([CH:11]2[C:12]([C:30]#[N:31])=[C:13]([CH3:29])[N:14]([CH2:20][CH2:21][CH2:22][c:23]3[cH:24][cH:25][cH:26][cH:27][cH:28]3)[C:15]([CH3:19])=[C:16]2[CH2:17][OH:18])[cH:6][cH:7][c:8]1[O:9][CH3:10].[Cl:32][CH:33]([Cl:34])[CH3:35]>>[CH3:1][O:2][c:3]1[cH:4][c:5]([CH:11]2[C:12]([C:30]#[N:31])=[C:13]([CH3:29])[N:14]([CH2:20][CH2:21][CH2:22][c:23]3[cH:24][cH:25][cH:26][cH:27][cH:28]3)[C:15]([CH3:19])=[C:16]2[CH:17]=[O:18])[cH:6][cH:7][c:8]1[O:9][CH3:10]. The reactants are ClC=1C=C(C=CC1)N1N=C(C=C1C1=CC(=CC=C1)OCCCN1CCCC1)C(=O)OCC (Ethyl 1-(3-chlorophenyl)-5-[3-(3-pyrrolidin-1-ylpropoxy)phenyl]-1H-pyrazole-3-carboxylate), ClC=1C=C(C=CC1F)N1N=C(C=C1C1=CC(=CC(=C1)F)Cl)C(=O)O (1-(3-Chloro-4-fluorophenyl)-5-(3-chloro-5-fluorophenyl)-1H-pyrazole-3-carboxylic acid). Product: ClC=1C=C(C=CC1)N1N=C(C=C1C1=CC(=CC=C1)OCCCN1CCCC1)C(=O)O (1-(3-Chlorophenyl)-5-[3-(3-pyrrolidin-1-ylpropoxy)phenyl]-1H-pyrazole-3-carboxylic acid). RXN SMILES: [Cl:1][C:2]1[CH:3]=[C:4]([N:8]2[C:12]([C:13]3[CH:18]=[CH:17][CH:16]=[C:15]([O:19][CH2:20][CH2:21][CH2:22][N:23]4[CH2:27][CH2:26][CH2:25][CH2:24]4)[CH:14]=3)=[CH:11][C:10]([C:28]([O:30]CC)=[O:29])=[N:9]2)[CH:5]=[CH:6][CH:7]=1.ClC1C=C(N2C(C3C=C(F)C=C(Cl)C=3)=CC(C(O)=O)=N2)C=CC=1F>>[Cl:1][C:2]1[CH:3]=[C:4]([N:8]2[C:12]([C:13]3[CH:18]=[CH:17][CH:16]=[C:15]([O:19][CH2:20][CH2:21][CH2:22][N:23]4[CH2:27][CH2:26][CH2:25][CH2:24]4)[CH:14]=3)=[CH:11][C:10]([C:28]([OH:30])=[O:29])=[N:9]2)[CH:5]=[CH:6][CH:7]=1. Procedure: The preparation of the title compound takes place starting from the compound of Example 70A in analogy to the synthesis of the compound of Example 71A. 10 mg of the title compound with 79% purity (44% of theory) are obtained. Starting materials: ClC1=NC=CC(=C1)N(CCC)CCC (2-chloro-N4,N4-dipropylpyridin-4-amine), CC(C)([O-])C.[Na+] (sodium tert-butoxide), C(C1=CC=CC=C1)(C1=CC=CC=C1)=N (benzophenone imine). The reagents and catalysts are C(C)(=O)[O-].[Pd+2].C(C)(=O)[O-] (palladium (II) acetate), C1(=CC=CC=C1)P(C1=C(C2=CC=CC=C2C=C1)C1=C(C=CC2=CC=CC=C12)P(C1=CC=CC=C1)C1=CC=CC=C1)C1=CC=CC=C1 (racemic 2,2′-bis(diphenylphosphino)-1,1′-binaphtyl). Solvent: C1(=CC=CC=C1)C (toluene), C(C)(=O)OCC (ethyl acetate). Run at temperature 85 celsius. Yields the product C1(=CC=CC=C1)C(=NC1=NC=CC(=C1)N(CCC)CCC)C1=CC=CC=C1 (N2-Diphenylmethylene-N4,N4-dipropylpyridine-2,4-diamine). The yield is 75.8%. RXN SMILES: Cl[C:2]1[CH:7]=[C:6]([N:8]([CH2:12][CH2:13][CH3:14])[CH2:9][CH2:10][CH3:11])[CH:5]=[CH:4][N:3]=1.CC(C)([O-])C.[Na+].[C:21](=[NH:34])([C:28]1[CH:33]=[CH:32][CH:31]=[CH:30][CH:29]=1)[C:22]1[CH:27]=[CH:26][CH:25]=[CH:24][CH:23]=1>C1(C)C=CC=CC=1.C(OCC)(=O)C.C([O-])(=O)C.[Pd+2].C([O-])(=O)C.C1(P(C2C=CC=CC=2)C2C=CC3C(=CC=CC=3)C=2C2C3C(=CC=CC=3)C=CC=2P(C2C=CC=CC=2)C2C=CC=CC=2)C=CC=CC=1>[C:28]1([C:21]([C:22]2[CH:23]=[CH:24][CH:25]=[CH:26][CH:27]=2)=[N:34][C:2]2[CH:7]=[C:6]([N:8]([CH2:12][CH2:13][CH3:14])[CH2:9][CH2:10][CH3:11])[CH:5]=[CH:4][N:3]=2)[CH:29]=[CH:30][CH:31]=[CH:32][CH:33]=1 |f:1.2,6.7.8|. Reported procedure: A mixture of 0.52 g (2.4 mmol) of 2-chloro-N4,N4-dipropylpyridin-4-amine, 0.076 g (0.12 mmol) of racemic 2,2′-bis(diphenylphosphino)-1,1′-binaphtyl (BINAP), 0.33 g (3.4 mmol) of sodium tert-butoxide and 0.027 g (0.12 mmol) of palladium (II) acetate in 25 mL of toluene was treated with 0.49 mL (2.9 mmol) of benzophenone imine and heated to 85° C. for 18 h. The crude reaction mixture was diluted with ethyl acetate, filtered through a pad of celite and purified by flash chromatography eluting with ... Reactants: CN(C1=C(C2=C(S1)CCCC2)C(C2=CC=CC=C2)=O)C(C)=O (N-methyl-2-acetylamino-3-benzoyl-4,5,6,7-tetrahydrobenzo[b]thiophene), [OH-].[K+] (potassium hydroxide). The solvent is C(C)O (ethanol), O (water). Conditions: temperature 95 celsius. The product is CNC1=C(C2=C(S1)CCCC2)C(C2=CC=CC=C2)=O (2-methylamino-3-benzoyl-4,5,6,7-tetrahydrobenzo[b]thiophene). Reaction SMILES: [CH3:1][N:2](C(=O)C)[C:3]1[S:7][C:6]2[CH2:8][CH2:9][CH2:10][CH2:11][C:5]=2[C:4]=1[C:12](=[O:19])[C:13]1[CH:18]=[CH:17][CH:16]=[CH:15][CH:14]=1.[OH-].[K+]>C(O)C.O>[CH3:1][NH:2][C:3]1[S:7][C:6]2[CH2:8][CH2:9][CH2:10][CH2:11][C:5]=2[C:4]=1[C:12](=[O:19])[C:13]1[CH:14]=[CH:15][CH:16]=[CH:17][CH:18]=1 |f:1.2|. Procedure: To solution of 5.0 g of N-methyl-2-acetylamino-3-benzoyl-4,5,6,7-tetrahydrobenzo[b]thiophene in 120 ml of ethanol, is added 2.7 g of potassium hydroxide in 60 ml of water. The mixture is heated at 95°C for 4 hours, evaporated under reduced pressure to a residue. Water is added to the residue and extracted with chloroform. The chloroform extracts are washed with water, dried over sodium sulfate, then evaporated under reduced pressure to give crystals, which are recrystallized from ethanol to give...